From a dataset of the Open Reaction Database (ORD), a public repository of structured organic reaction records. describe an organic reaction: reactants, conditions, products, and yield The reactants are CC1(OCC(O1)CNC1=NN=C(O1)C1=C(C=NC=C1)NC1=C(C=C(C=C1)I)F)C ((4-{5-[(2,2-Dimethyl-[1,3]dioxolan-4-ylmethyl)-amino]-[1,3,4]oxadiazol-2-yl}-pyridin-3-yl)-(2-fluoro-4-iodo-phenyl)-amine), C(=O)(C(F)(F)F)O (TFA). Solvent: ClCCl (dichloromethane). Conditions: time 4 hour. The product is FC1=C(C=CC(=C1)I)NC=1C=NC=CC1C1=NN=C(O1)NCC(CO)O (3-{5-[3-(2-Fluoro-4-iodo-phenylamino)-pyridin-4-yl]-[1,3,4]oxadiazol-2-ylamino}-propane-1,2-diol). RXN SMILES: CC1(C)[O:6][CH:5]([CH2:7][NH:8][C:9]2[O:13][C:12]([C:14]3[CH:19]=[CH:18][N:17]=[CH:16][C:15]=3[NH:20][C:21]3[CH:26]=[CH:25][C:24]([I:27])=[CH:23][C:22]=3[F:28])=[N:11][N:10]=2)[CH2:4][O:3]1.C(O)(C(F)(F)F)=O>ClCCl>[F:28][C:22]1[CH:23]=[C:24]([I:27])[CH:25]=[CH:26][C:21]=1[NH:20][C:15]1[CH:16]=[N:17][CH:18]=[CH:19][C:14]=1[C:12]1[O:13][C:9]([NH:8][CH2:7][CH:5]([OH:6])[CH2:4][OH:3])=[N:10][N:11]=1. Procedure: (4-{5-[(2,2-Dimethyl-[1,3]dioxolan-4-ylmethyl)-amino]-[1,3,4]oxadiazol-2-yl}-pyridin-3-yl)-(2-fluoro-4-iodo-phenyl)-amine (100 mg, 0.2 mmol) was dissolved in dichloromethane (5 mL) and TFA (3 mL) was added. The reaction mixture was stirred at RT for 4 hrs. The solvent was evaporated, and the residue was dissolved in Ethyl acetate, and washed with 1N aqueous NaOH. After solvent evaporation a residue was collected and dissolved in methanol. The product crystallized out the methanolic solution and ...